From a dataset of the Open Reaction Database (ORD), a public repository of structured organic reaction records. describe an organic reaction: reactants, conditions, products, and yield Starting materials: C(C1=CC=CC=C1)OC1=CC=C(C2=C1NC(CO2)=O)C(C(O)O)=O (5-benzyloxy-8-(2,2-dihydroxy-acetyl)-4H-benzo[1,4]oxazin-3-one), C1(=CC=CC=C1)C1(CC1)CN (C-(1-phenyl-cyclopropyl)-methylamine). Product: OC1=CC=C(C2=C1NC(CO2)=O)C(CNCC2(CC2)C2=CC=CC=C2)O (5-hydroxy-8-{1-hydroxy-2-[(1-phenyl-cyclopropylmethyl)-amino]-ethyl}-4H-benzo[1,4]oxazin-3-one). Reaction SMILES: C([O:8][C:9]1[C:14]2[NH:15][C:16](=[O:19])[CH2:17][O:18][C:13]=2[C:12]([C:20](=[O:24])[CH:21](O)O)=[CH:11][CH:10]=1)C1C=CC=CC=1.[C:25]1([C:31]2([CH2:34][NH2:35])[CH2:33][CH2:32]2)[CH:30]=[CH:29][CH:28]=[CH:27][CH:26]=1>>[OH:8][C:9]1[C:14]2[NH:15][C:16](=[O:19])[CH2:17][O:18][C:13]=2[C:12]([CH:20]([OH:24])[CH2:21][NH:35][CH2:34][C:31]2([C:25]3[CH:30]=[CH:29][CH:28]=[CH:27][CH:26]=3)[CH2:33][CH2:32]2)=[CH:11][CH:10]=1. Procedure details: Prepared from 329 mg (1 mmol) 5-benzyloxy-8-(2,2-dihydroxy-acetyl)-4H-benzo[1,4]oxazin-3-one and 147 mg (1 mmol) C-(1-phenyl-cyclopropyl)-methylamine. Final purification by chromatography (silica gel; dichloromethane/methanol gradient). Yield: 30 mg (8%); mass spectroscopy: [M+H]+=355. Reactants: CC1=CC=C(C(=O)Cl)C=C1 (p-Methylbenzoyl Chloride), N[C@@H](CO)C(=O)O (L-Serine), C([O-])([O-])=O.[K+].[K+] (potassium carbonate), Cl (hydrochloric acid), C([O-])([O-])=O.[K+].[K+] (potassium carbonate). The solvent is O1CCCC1 (tetrahydrofuran), O (water), O (water). Reaction conditions: temperature 4 celsius, time 1 hour. Product: CC1=CC=C(C(=O)N[C@@H](CO)C(=O)O)C=C1 (N-(p-methylbenzoyl)-L-serine). Yield: 64.7%. Reaction SMILES: [NH2:1][C@H:2]([C:5]([OH:7])=[O:6])[CH2:3][OH:4].C(=O)([O-])[O-].[K+].[K+].[CH3:14][C:15]1[CH:23]=[CH:22][C:18]([C:19](Cl)=[O:20])=[CH:17][CH:16]=1.Cl>O1CCCC1.O>[CH3:14][C:15]1[CH:23]=[CH:22][C:18]([C:19]([NH:1][C@H:2]([C:5]([OH:7])=[O:6])[CH2:3][OH:4])=[O:20])=[CH:17][CH:16]=1 |f:1.2.3|. Procedure: L-Serine (100 g, 0.952 mol) (Wako Pure Chemical Industries, Ltd.), potassium carbonate (131.5 g, 0.952 mol) (Wako Pure Chemical Industries, Ltd.), and water 1 L were placed into a recovery flask (egg plant flask), followed by stirring vigorously. p-Methylbenzoyl chloride prepared in Step 1 was dissolved in tetrahydrofuran (Wako Pure Chemical Industries, Ltd.), which was added dropwise to this solution for 30 minutes. During this process, pH was maintained in the vicinity of 8 while additionally ...